Task: describe an organic reaction: reactants, conditions, products, and yield. Dataset: the Open Reaction Database (ORD), a public repository of structured organic reaction records Yields the product CC(C)c1nc2c(n1Cc1ccc(Cl)cc1)C(=O)CCCC2. Starting materials: [Br-], CC(C)c1nc2c([nH]1)CCCCC2=O, Cc1ccccc1, CCCC[N+](CCCC)(CCCC)CCCC, [Cl-], Clc1ccc(CBr)cc1, [NH4+], [Na+], [OH-]. As a reaction SMILES: [Br-:33].[CH3:1][CH:2]([CH3:3])[c:4]1[n:5][c:6]2[c:7]([nH:8]1)[CH2:9][CH2:10][CH2:11][CH2:12][C:13]2=[O:14].[CH3:24][c:25]1[cH:26][cH:27][cH:28][cH:29][cH:30]1.[CH3:34][CH2:35][CH2:36][CH2:37][N+:38]([CH2:39][CH2:40][CH2:41][CH3:42])([CH2:43][CH2:44][CH2:45][CH3:46])[CH2:47][CH2:48][CH2:49][CH3:50].[Cl-:31].[Cl:15][c:16]1[cH:17][cH:18][c:19]([CH2:20][Br:21])[cH:22][cH:23]1.[NH4+:32].[Na+:52].[OH-:51]>>[CH3:1][CH:2]([CH3:3])[c:4]1[n:5]([CH2:20][c:19]2[cH:18][cH:17][c:16]([Cl:15])[cH:23][cH:22]2)[c:6]2[c:7]([n:8]1)[CH2:9][CH2:10][CH2:11][CH2:12][C:13]2=[O:14]. Reactants: S(=O)(=O)([O-])CCO.[Na+] (sodium isethionate), C1(CCCCC1)C(=O)O (cyclohexanecarboxylic acid), S(=O)(=O)(O)C1=CC=C(C)C=C1 (tosylic acid). Run in C(C)OCC (Diethyl ether). Reaction conditions: temperature 200 celsius. The product is C1(CCCCC1)C(=O)OCCS(=O)(=O)[O-].[Na+] (sodium 2-cyclohexanecarbonyloxyethanesulfonate). Yield: 91.0%. As a reaction SMILES: [S:1]([CH2:5][CH2:6][OH:7])([O-:4])(=[O:3])=[O:2].[Na+:8].[CH:9]1([C:15](O)=[O:16])[CH2:14][CH2:13][CH2:12][CH2:11][CH2:10]1.S(C1C=CC(C)=CC=1)(O)(=O)=O>C(OCC)C>[CH:9]1([C:15]([O:7][CH2:6][CH2:5][S:1]([O-:4])(=[O:3])=[O:2])=[O:16])[CH2:14][CH2:13][CH2:12][CH2:11][CH2:10]1.[Na+:8] |f:0.1,5.6|. Procedure: A mixture of 3.0 g (20 mmol) of sodium isethionate, 7.7 g (60 mmol) of cyclohexanecarboxylic acid, and 0.38 g (2 mmol) of tosylic acid was heated at 200° C. for 20 hours. Diethyl ether was added to the reaction solution, yielding 4.7 g of sodium 2-cyclohexanecarbonyloxyethanesulfonate. A 1.4-g portion of the sodium salt was combined with 23 g (10 mmol) of an aqueous solution of triphenylsulfonium chloride prepared in Synthesis Example 1-1 and 30 g of methylene chloride, followed by stirring for ... Starting materials: CC(=O)O[BH-](OC(C)=O)OC(C)=O, CCOC(=O)C1=C(NC)CCC1, CC(=O)O, [Na+]. Product: CCOC(=O)C1CCCC1NC. Reaction SMILES: [C:13]([O:14][BH-:15]([O:16][C:17](=[O:18])[CH3:19])[O:20][C:21](=[O:22])[CH3:23])(=[O:24])[CH3:25].[CH2:1]([CH3:2])[O:3][C:4](=[O:5])[C:6]1=[C:7]([NH:11][CH3:12])[CH2:8][CH2:9][CH2:10]1.[CH3:27][C:28](=[O:29])[OH:30].[Na+:26]>>[CH2:1]([CH3:2])[O:3][C:4](=[O:5])[CH:6]1[CH:7]([NH:11][CH3:12])[CH2:8][CH2:9][CH2:10]1.